Dataset: the Open Reaction Database (ORD), a public repository of structured organic reaction records. Task: describe an organic reaction: reactants, conditions, products, and yield Reaction SMILES: [Cl:1][c:2]1[c:3](-[c:13]2[n:14][n:15][c:16](-[c:18]3[c:19]([O:30][CH3:31])[cH:20][c:21]([N:24]4[CH2:25][CH2:26][O:27][CH2:28][CH2:29]4)[cH:22][cH:23]3)[o:17]2)[c:4](-[c:7]2[cH:8][cH:9][cH:10][cH:11][cH:12]2)[n:5][o:6]1.[Na:32][C:33]#[N:34].[O:36]=[CH:37][N:38]([CH3:39])[CH3:40].[OH2:35]>>[c:2]1([C:33]#[N:34])[c:3](-[c:13]2[n:14][n:15][c:16](-[c:18]3[c:19]([O:30][CH3:31])[cH:20][c:21]([N:24]4[CH2:25][CH2:26][O:27][CH2:28][CH2:29]4)[cH:22][cH:23]3)[o:17]2)[c:4](-[c:7]2[cH:8][cH:9][cH:10][cH:11][cH:12]2)[n:5][o:6]1. The reactants are COc1cc(N2CCOCC2)ccc1-c1nnc(-c2c(-c3ccccc3)noc2Cl)o1, N#C[Na], CN(C)C=O, O. Yields the product COc1cc(N2CCOCC2)ccc1-c1nnc(-c2c(-c3ccccc3)noc2C#N)o1.